Dataset: the Open Reaction Database (ORD), a public repository of structured organic reaction records. Task: describe an organic reaction: reactants, conditions, products, and yield The reactants are CCn1nc(C(C)=O)cc1C, CC(=O)OC1NC(=O)C1C(CO[SiH](C)C)C(C)(C)C, C[Si](C)(C)[N-][Si](C)(C)C, CCOC(C)=O, [Cl-], [Li+], [NH4+], O. The product is CCn1nc(C(=O)CC2NC(=O)C2C(CO[SiH](C)C)C(C)(C)C)cc1C. RXN SMILES: [C:1]([CH3:2])(=[O:3])[c:4]1[n:5][n:6]([CH2:10][CH3:11])[c:7]([CH3:9])[cH:8]1.[C:22]([O:23][CH:26]1[CH:27]([CH:31]([CH2:32][O:33][SiH:34]([CH3:35])[CH3:36])[C:37]([CH3:38])([CH3:39])[CH3:40])[C:28](=[O:30])[NH:29]1)(=[O:24])[CH3:25].[CH3:12][Si:13]([N-:14][Si:15]([CH3:16])([CH3:17])[CH3:18])([CH3:19])[CH3:20].[CH3:44][CH2:45][O:46][C:47](=[O:48])[CH3:49].[Cl-:41].[Li+:21].[NH4+:42].[OH2:43]>>[C:1]([CH2:2][CH:26]1[CH:27]([CH:31]([CH2:32][O:33][SiH:34]([CH3:35])[CH3:36])[C:37]([CH3:38])([CH3:39])[CH3:40])[C:28](=[O:30])[NH:29]1)(=[O:3])[c:4]1[n:5][n:6]([CH2:10][CH3:11])[c:7]([CH3:9])[cH:8]1. The reactants are Cl (HCl), ClC=1C=C(C(C(=O)OC)=CC1)N (methyl 4-chloroanthranilate), N1=CC=CC=C1 (pyridine), FC1=C(C=CC(=C1)F)S(=O)(=O)Cl (2,4-difluorobenzenesulfonyl chloride). Run in C(Cl)Cl (DCM). Run at time 8 hour. The product is COC(C1=C(C=C(C=C1)Cl)NS(=O)(=O)C1=C(C=C(C=C1)F)F)=O (4-Chloro-2-(2,4-difluoro-benzenesulfonylamino)-benzoic acid methyl ester). The yield is 70.6%. RXN SMILES: [Cl:1][C:2]1[CH:3]=[C:4]([NH2:12])[C:5](=[CH:10][CH:11]=1)[C:6]([O:8][CH3:9])=[O:7].N1C=CC=CC=1.[F:19][C:20]1[CH:25]=[C:24]([F:26])[CH:23]=[CH:22][C:21]=1[S:27](Cl)(=[O:29])=[O:28].Cl>C(Cl)Cl>[CH3:9][O:8][C:6](=[O:7])[C:5]1[CH:10]=[CH:11][C:2]([Cl:1])=[CH:3][C:4]=1[NH:12][S:27]([C:21]1[CH:22]=[CH:23][C:24]([F:26])=[CH:25][C:20]=1[F:19])(=[O:29])=[O:28]. Procedure: To a solution of methyl 4-chloroanthranilate (0.50 g, 2.7 mmol) and pyridine (0.87 mL, 10.8 mmol) in DCM (10 mL) at rt was added 2,4-difluorobenzenesulfonyl chloride (0.64 g, 3.0 mmol). The mixture was stirred overnight at rt, poured into 1 N HCl, and extracted with DCM (3×). The combined organic extracts were dried (Na2SO4) and concentrated. The residue was purified by flash chromatography (EtOAc/hexanes) to provide 0.69 g (70%) of the desired sulfonamide as a solid. 1H NMR (400 MHz, CDCl3): 11... The reactants are N(=O)[O-].[Na+] (NaNO2), C1(CCCCC1)C1=CC=C(N)C=C1 (4-cyclohexylaniline), C(C=C)(=O)OC (methyl acrylate), Br (HBr), Cu2O. Run in O (water), CC(=O)C (acetone). Reaction conditions: temperature 5 celsius, time 30 minute. The product is BrC(C(=O)OC)CC1=CC=C(C=C1)C1CCCCC1 (methyl 2-bromo-3-(4-cyclohexylphenyl)propionate), crude oil. The yield is 98.0%. As a reaction SMILES: [CH:1]1([C:7]2[CH:13]=[CH:12][C:10](N)=[CH:9][CH:8]=2)[CH2:6][CH2:5][CH2:4][CH2:3][CH2:2]1.[BrH:14].N([O-])=O.[Na+].[C:19]([O:23][CH3:24])(=[O:22])[CH:20]=[CH2:21]>CC(C)=O.O>[Br:14][CH:20]([CH2:21][C:10]1[CH:12]=[CH:13][C:7]([CH:1]2[CH2:6][CH2:5][CH2:4][CH2:3][CH2:2]2)=[CH:8][CH:9]=1)[C:19]([O:23][CH3:24])=[O:22] |f:2.3|. Procedure details: In acetone (400 ml) was dissolved 4-cyclohexylaniline (50 g) followed by addition of 47% aqueous HBr (147 g). Then, a solution of NaNO2 (21.6 g) in water (30 ml) was added dropwise at 0°-5° C. and the mixture was stirred at 5° C. for an additional 30 minutes. Thereafter, the reaction mixture was warmed to 15° C. and methyl acrylate (147 g) was added. With vigorous stirring, Cu2O (1 g) was added in small portions, whereupon an exothermic reaction took place to liberate a nitrogen gas. After the e... Starting materials: EtOAc hexanes, N1C=C(C2=CC=CC=C12)[C@@H](CC=O)C ((R)-3-(1H-Indol-3-yl)-butanal), C(CO)O (ethylene glycol), CC=1C=CC(=CC1)S(=O)(=O)O (p-TSA). Run in C(Cl)Cl (CH2Cl2). Run at time 12 hour. Product: O1C(OCC1)C[C@@H](C)C1=CNC2=CC=CC=C12 ((R)-3-(2-[1,3]-dioxolan-2-yl-1-methyl-ethyl)-1H-indole). Yield: 14.2%. As a reaction SMILES: [NH:1]1[C:9]2[C:4](=[CH:5][CH:6]=[CH:7][CH:8]=2)[C:3]([C@H:10]([CH3:14])[CH2:11][CH:12]=[O:13])=[CH:2]1.[CH2:15](O)[CH2:16][OH:17].CC1C=CC(S(O)(=O)=O)=CC=1>C(Cl)Cl>[O:13]1[CH2:15][CH2:16][O:17][CH:12]1[CH2:11][C@H:10]([C:3]1[C:4]2[C:9](=[CH:8][CH:7]=[CH:6][CH:5]=2)[NH:1][CH:2]=1)[CH3:14]. Procedure details: (R)-3-(1H-Indol-3-yl)-butanal (89.5 mg, 0.479 mmol) was treated with ethylene glycol (130 μL, 2.4 mmol) and a catalytic amount of p-TSA in CH2Cl2 (2 mL). The reaction was stirred at room temperature for 12 h, at which time the organics were removed in vacuo. The solution was diluted with H2O (10 mL) and extracted with Et2O (3×20 mL). The collected organics where washed with brine, dried over Na2SO4 and concentrated in vacuo to provide (R)-3-(2-[1,3]-dioxolan-2-yl-1-methyl-ethyl)-1H-indole (15.7 ...